This data is from the Open Reaction Database (ORD), a public repository of structured organic reaction records. The task is: describe an organic reaction: reactants, conditions, products, and yield Reactants: O=C(CCCCCCCN1CCc2ccccc2C1)NOCc1ccccc1, CO, [Pd]. Product: O=C(CCCCCCCN1CCc2ccccc2C1)NO. As a reaction SMILES: [CH2:1]([c:2]1[cH:3][cH:4][cH:5][cH:6][cH:7]1)[O:8][NH:9][C:10]([CH2:11][CH2:12][CH2:13][CH2:14][CH2:15][CH2:16][CH2:17][N:18]1[CH2:19][c:20]2[cH:21][cH:22][cH:23][cH:24][c:25]2[CH2:26][CH2:27]1)=[O:28].[CH3:29][OH:30].[Pd:31]>>[OH:8][NH:9][C:10]([CH2:11][CH2:12][CH2:13][CH2:14][CH2:15][CH2:16][CH2:17][N:18]1[CH2:19][c:20]2[cH:21][cH:22][cH:23][cH:24][c:25]2[CH2:26][CH2:27]1)=[O:28]. Reactants: CCOC(=O)c1nc2n(c(=O)c1OCc1ccccc1)CC(=O)N2C, CCOC(C)=O, CCO, Cl, [Na+], C1CCOC1, [OH-]. The product is CN1C(=O)Cn2c1nc(C(=O)O)c(OCc1ccccc1)c2=O. RXN SMILES: [CH2:1]([c:2]1[cH:3][cH:4][cH:5][cH:6][cH:7]1)[O:8][c:9]1[c:10]([C:21](=[O:22])[O:23][CH2:24][CH3:25])[n:11][c:12]2[n:13]([c:14]1=[O:15])[CH2:16][C:17](=[O:20])[N:18]2[CH3:19].[CH3:29][CH2:30][O:31][C:32](=[O:33])[CH3:34].[CH3:35][CH2:36][OH:37].[ClH:28].[Na+:27].[O:38]1[CH2:39][CH2:40][CH2:41][CH2:42]1.[OH-:26]>>[CH2:1]([c:2]1[cH:3][cH:4][cH:5][cH:6][cH:7]1)[O:8][c:9]1[c:10]([C:21](=[O:22])[OH:23])[n:11][c:12]2[n:13]([c:14]1=[O:15])[CH2:16][C:17](=[O:20])[N:18]2[CH3:19]. Starting materials: Cl (HCl), Cl.Cl.Cl.C(CCC)C=1N=NC(=CC1C=1C=CC(=C(C1)N)OC1CCCCC1)OC1CCN(CC1)C (5-[3-butyl-6-(1-methyl-piperidin-4-yloxy)-pyridazin-4-yl]-2-cyclohexyloxy-phenylamine trihydrochloride), C(C)(=O)Cl (acetyl chloride), CCN(C(C)C)C(C)C (DIEA). The reagents and catalysts are CN(C)C=1C=CN=CC1 (DMAP). Solvent: CCOCC (ether), C(Cl)Cl (DCM), C(Cl)Cl (DCM). Conditions: time 1 hour. The product is Cl.Cl.C(CCC)C=1N=NC(=CC1C=1C=CC(=C(C1)NC(C)=O)OC1CCCCC1)OC1CCN(CC1)C (N-{5-[3-butyl-6-(1-methyl-piperidin-4-yloxy)-pyridazin-4-yl]-2-cyclohexyloxy-phenyl}-acetamide dihydrochloride). The yield is 55.1%. RXN SMILES: [ClH:1].Cl.Cl.[CH2:4]([C:8]1[N:9]=[N:10][C:11]([O:28][CH:29]2[CH2:34][CH2:33][N:32]([CH3:35])[CH2:31][CH2:30]2)=[CH:12][C:13]=1[C:14]1[CH:15]=[CH:16][C:17]([O:21][CH:22]2[CH2:27][CH2:26][CH2:25][CH2:24][CH2:23]2)=[C:18]([NH2:20])[CH:19]=1)[CH2:5][CH2:6][CH3:7].[C:36]([Cl:39])(=[O:38])[CH3:37].CCN(C(C)C)C(C)C.Cl>C(Cl)Cl.CN(C1C=CN=CC=1)C.CCOCC>[ClH:39].[ClH:1].[CH2:4]([C:8]1[N:9]=[N:10][C:11]([O:28][CH:29]2[CH2:34][CH2:33][N:32]([CH3:35])[CH2:31][CH2:30]2)=[CH:12][C:13]=1[C:14]1[CH:15]=[CH:16][C:17]([O:21][CH:22]2[CH2:27][CH2:26][CH2:25][CH2:24][CH2:23]2)=[C:18]([NH:20][C:36](=[O:38])[CH3:37])[CH:19]=1)[CH2:5][CH2:6][CH3:7] |f:0.1.2.3,10.11.12|. Procedure details: To a solution of 5-[3-butyl-6-(1-methyl-piperidin-4-yloxy)-pyridazin-4-yl]-2-cyclohexyloxy-phenylamine trihydrochloride (0.2 mmol, 110 mg) in DCM (1.0 mL) at 0° C. was added acetyl chloride (0.4 mmol, 29 μL), DIEA (0.4 mmol, 70 μL) and DMAP (5 mg). And the mixture was stirred at room temperature for 1 hour. It was then condensed in vacuo and the residue was purified by silica gel chromatography (DCM to DCM+10% 2N NH3 in MeOH) to give a colorless sticky solid, which was dissolved in DCM (1.0 mL),... The reactants are BrCCCCCCO (6-bromo-1-hexanol), FC1=C(C=CC=C1F)C1=CC=C(C=C1)O (2,3difluoro-4'-hydroxybiphenyl), C([O-])([O-])=O.[K+].[K+] (potassium carbonate), C(C)C(=O)C (methyl ethyl ketone). Run in O (water). Yields the product FC1=C(C=CC=C1F)C1=CC=C(C=C1)OCCCCCCO (2,3-difluoro-4'-(6-hydroxyhexyl)oxybiphenyl). Yield: 63.8%. Reaction SMILES: Br[CH2:2][CH2:3][CH2:4][CH2:5][CH2:6][CH2:7][OH:8].[F:9][C:10]1[C:15]([F:16])=[CH:14][CH:13]=[CH:12][C:11]=1[C:17]1[CH:22]=[CH:21][C:20]([OH:23])=[CH:19][CH:18]=1.C(=O)([O-])[O-].[K+].[K+].C(C(C)=O)C>O>[F:9][C:10]1[C:15]([F:16])=[CH:14][CH:13]=[CH:12][C:11]=1[C:17]1[CH:22]=[CH:21][C:20]([O:23][CH2:2][CH2:3][CH2:4][CH2:5][CH2:6][CH2:7][OH:8])=[CH:19][CH:18]=1 |f:2.3.4|. Reported procedure: First, 5 g of 6-bromo-1-hexanol, 5.7 g of 2,3difluoro-4'-hydroxybiphenyl, 7.6 g of potassium carbonate, and 70 ml of methyl ethyl ketone were placed in a 100 ml flask. Then, the mixture was stirred under reflux for 20 hours. The reaction mixture was poured into water, and an organic layer was extracted with toluene. The toluene layer was washed with water and dried over anhydrous sodium sulfate. Thereafter, the solvent was distilled away. The residue was recrystallized from acetone to obtain 5.4... Reactants: COC1=CC=C(C=C1)N (p-anisidine), [N+](=O)([O-])C1=CC=C(C=C1)CC(=O)O (4-nitrophenylacetic acid), Cl.CN(CCCN=C=NCC)C (1-(3-dimethylaminopropyl)-3-ethylcarbodiimide hydrochloride). Run in N1=CC=CC=C1 (pyridine). Run at time 8 hour. Product: COC1=CC=C(C=C1)NC(CC1=CC=C(C=C1)[N+](=O)[O-])=O (N-(4-Methoxyphenyl)-2-(4-nitro-phenyl)-acetamide). Yield: 83.8%. RXN SMILES: [CH3:1][O:2][C:3]1[CH:8]=[CH:7][C:6]([NH2:9])=[CH:5][CH:4]=1.[N+:10]([C:13]1[CH:18]=[CH:17][C:16]([CH2:19][C:20](O)=[O:21])=[CH:15][CH:14]=1)([O-:12])=[O:11].Cl.CN(C)CCCN=C=NCC>N1C=CC=CC=1>[CH3:1][O:2][C:3]1[CH:8]=[CH:7][C:6]([NH:9][C:20](=[O:21])[CH2:19][C:16]2[CH:15]=[CH:14][C:13]([N+:10]([O-:12])=[O:11])=[CH:18][CH:17]=2)=[CH:5][CH:4]=1 |f:2.3|. Procedure details: A mixture of p-anisidine (4.92 g, 40 mmol), 4-nitrophenylacetic acid (7.25 g, 40 mmol) and 1-(3-dimethylaminopropyl)-3-ethylcarbodiimide hydrochloride (EDC) (11.5 g, 60 mmol) in pyridine (40 mL) was stirred at room temperature overnight. The solvent was evaporated, and HCl (1M, 50 mL) was added. The resulting product was filtered and washed with water and ether, and recrystallized from ethanol to give N-(4-Methoxyphenyl)-2-(4-nitro-phenyl)-acetamide (9.6 g, 84%). The reactants are resultant solution, chloride salt, OC[C@H](O)[C@@H](O)[C@H](O)[C@H](O)CO (sorbitol), OC[C@H](O)[C@@H](O)[C@H](O)[C@H](O)CO (sorbitol), [Cl-].ClCC(C[N+](C)(C)C)O (3-chloro-2-hydroxypropyl trimethylammonium chloride), Sorbitol Monoquat’, [OH-].[Na+] (sodium hydroxide). Product: [Cl-].OCCC[N+](C)(C)C.OC[C@H](O)[C@@H](O)[C@H](O)[C@H](O)CO (sorbitol hydroxypropyltrimethylammonium chloride). Reaction SMILES: [OH:1][CH2:2][C@@H:3]([C@H:5]([C@@H:7]([C@@H:9]([CH2:11][OH:12])[OH:10])[OH:8])[OH:6])[OH:4].[Cl-].[Cl:14]CC(O)[CH2:17][N+:18](C)([CH3:20])[CH3:19].[OH-].[Na+]>>[Cl-:14].[OH:1][CH2:2][CH2:3][CH2:5][N+:18]([CH3:20])([CH3:19])[CH3:17].[OH:12][CH2:11][C@@H:9]([C@H:7]([C@@H:5]([C@@H:3]([CH2:2][OH:1])[OH:4])[OH:6])[OH:8])[OH:10] |f:1.2,3.4,5.6.7|. Procedure details: Herein is provided a synthesis procedure for the chloride salt of hydroxypropyltrimonium sorbitol (also referred to as ‘Sorbitol Monoquat’). A round bottom 250 ml flask was fitted with a mechanical stirrer. Into the flask was charged a mixture of sorbitol (10 g, 55.0 mmol) and 3-chloro-2-hydroxypropyl trimethylammonium chloride (Quat 188®) (15 ml, 55.0 mmol). One molar sodium hydroxide (55.0 ml, 55.0 mmol) was then added to the charged mixture. The resultant solution was stirred at room temperat...